From a dataset of the Open Reaction Database (ORD), a public repository of structured organic reaction records. describe an organic reaction: reactants, conditions, products, and yield Reactants: [Br-], [Mg+]c1ccc(Br)cc1, CC(C)C=O. Yields the product CC(C)C(O)c1ccc(Br)cc1. As a reaction SMILES: [Br-:1].[Br:2][c:3]1[cH:4][cH:5][c:6]([Mg+:9])[cH:7][cH:8]1.[CH:10]([CH:11]([CH3:12])[CH3:13])=[O:14]>>[Br:2][c:3]1[cH:4][cH:5][c:6]([CH:10]([CH:11]([CH3:12])[CH3:13])[OH:14])[cH:7][cH:8]1.